Dataset: the Open Reaction Database (ORD), a public repository of structured organic reaction records. Task: describe an organic reaction: reactants, conditions, products, and yield The reactants are COC1=CC=C(CN(C2=NC=C(C=N2)C=2C3=C(N=C(N2)N2CCOCC2)NCC3)CC3=CC=C(C=C3)OC)C=C1 (bis-(4-methoxy-benzyl)-[5-(2-morpholin-4-yl-6,7-dihydro-5H-pyrrolo[2,3-d]pyrimidin-4-yl)-pyrimidin-2-yl]-amine), CC=1C=C(C#N)C=CC1Br (3-methyl-4-bromobenzonitrile). Product: COC1=CC=C(CN(C2=NC=C(C=N2)C=2C3=C(N=C(N2)N2CCOCC2)N(CC3)C3=C(C=C(C#N)C=C3)C)CC3=CC=C(C=C3)OC)C=C1 (4-(4-{2-[bis-(4-methoxy-benzyl)-amino]-pyrimidin-5-yl}-2-morpholin-4-yl-5,6-dihydro-pyrrolo[2,3-d]pyrimidin-7-yl)-3-methyl-benzonitrile). Reaction SMILES: [CH3:1][O:2][C:3]1[CH:40]=[CH:39][C:6]([CH2:7][N:8]([CH2:30][C:31]2[CH:36]=[CH:35][C:34]([O:37][CH3:38])=[CH:33][CH:32]=2)[C:9]2[N:14]=[CH:13][C:12]([C:15]3[C:16]4[CH2:29][CH2:28][NH:27][C:17]=4[N:18]=[C:19]([N:21]4[CH2:26][CH2:25][O:24][CH2:23][CH2:22]4)[N:20]=3)=[CH:11][N:10]=2)=[CH:5][CH:4]=1.[CH3:41][C:42]1[CH:43]=[C:44]([CH:47]=[CH:48][C:49]=1Br)[C:45]#[N:46]>>[CH3:38][O:37][C:34]1[CH:33]=[CH:32][C:31]([CH2:30][N:8]([CH2:7][C:6]2[CH:5]=[CH:4][C:3]([O:2][CH3:1])=[CH:40][CH:39]=2)[C:9]2[N:10]=[CH:11][C:12]([C:15]3[C:16]4[CH2:29][CH2:28][N:27]([C:49]5[CH:48]=[CH:47][C:44]([C:45]#[N:46])=[CH:43][C:42]=5[CH3:41])[C:17]=4[N:18]=[C:19]([N:21]4[CH2:26][CH2:25][O:24][CH2:23][CH2:22]4)[N:20]=3)=[CH:13][N:14]=2)=[CH:36][CH:35]=1. Reported procedure: Using bis-(4-methoxy-benzyl)-[5-(2-morpholin-4-yl-6,7-dihydro-5H-pyrrolo[2,3-d]pyrimidin-4-yl)-pyrimidin-2-yl]-amine (300 mg) and 3-methyl-4-bromobenzonitrile (120 mg) instead of 4-bromobenzoic acid methyl ester used in Example 1-D-8, in the same manner as Example 1-D-07, a crude product of 4-(4-{2-[bis-(4-methoxy-benzyl)-amino]-pyrimidin-5-yl}-2-morpholin-4-yl-5,6-dihydro-pyrrolo[2,3-d]pyrimidin-7-yl)-3-methyl-benzonitrile was obtained, and then the PMB groups were removed according to the abov... RXN SMILES: [CH3:1][C:2]([CH2:4][O:5][CH2:6][O:7][CH2:8][CH2:9][O:10][CH3:11])=[CH2:3].[CH3:12][O:13][SiH:14]([O:17][CH3:18])[O:15][CH3:16]>O.Cl.Cl.Cl[Pt](Cl)(Cl)Cl.O1CCCC1>[CH3:11][O:10][CH2:9][CH2:8][O:7][CH2:6][O:5][CH2:4][CH:2]([CH3:1])[CH2:3][Si:14]([O:17][CH3:18])([O:15][CH3:16])[O:13][CH3:12] |f:2.3.4.5|. The reactants are CC(=C)COCOCCOC (2-methyl-4,9,6-trioxa-1-decene), CO[SiH](OC)OC (trimethoxysilane). The reagents and catalysts are O.Cl.Cl.Cl[Pt](Cl)(Cl)Cl (hexachloroplatinic(IV) acid hydrate). Reported procedure: Into a 200-ml flask, 8.01 g (50% by mol) of 2-methyl-4,9,6-trioxa-1-decene, 0.026 g (0.05% by mol) of hexachloroplatinic(IV) acid hydrate, and 100 g of tetrahydrofuran were charged. Into the mixed solution, 7.94 g (65% by mol) of trimethoxysilane was added dropwise under a nitrogen stream with stirring with a magnetic stirrer. After the addition, the mixture was reacted at ambient temperature for 24 hours. Then, the reaction mixture was distilled to afford 8.47 g of (3-((2-methoxyethoxy)methoxy)... The yield is 60.0%. The solvent is O1CCCC1 (tetrahydrofuran). Yields the product COCCOCOCC(C[Si](OC)(OC)OC)C ((3-((2-methoxyethoxy)methoxy)-2-methylpropyl)trimethoxysilane). The reactants are CCOC(=O)C1CCC(O)CC1, C1CCOC1, Clc1ncnc2[nH]cc(I)c12, CC(C)OC(=O)N=NC(=O)OC(C)C, c1ccc(P(c2ccccc2)c2ccccc2)cc1. Product: CCOC(=O)C1CCC(n2cc(I)c3c(Cl)ncnc32)CC1. RXN SMILES: [CH2:12]([CH3:13])[O:14][C:15](=[O:16])[CH:17]1[CH2:18][CH2:19][CH:20]([OH:23])[CH2:21][CH2:22]1.[CH2:57]1[O:58][CH2:59][CH2:60][CH2:61]1.[Cl:1][c:2]1[c:3]2[c:4]([n:5][cH:6][n:7]1)[nH:8][cH:9][c:10]2[I:11].[O:43]=[C:44]([O:45][CH:46]([CH3:47])[CH3:48])[N:49]=[N:50][C:51]([O:52][CH:53]([CH3:54])[CH3:55])=[O:56].[c:24]1([P:25]([c:26]2[cH:27][cH:28][cH:29][cH:30][cH:31]2)[c:32]2[cH:33][cH:34][cH:35][cH:36][cH:37]2)[cH:38][cH:39][cH:40][cH:41][cH:42]1>>[Cl:1][c:2]1[c:3]2[c:4]([n:5][cH:6][n:7]1)[n:8]([CH:20]1[CH2:19][CH2:18][CH:17]([C:15]([O:14][CH2:12][CH3:13])=[O:16])[CH2:22][CH2:21]1)[cH:9][c:10]2[I:11]. Starting materials: COC1=C(C(=O)OC)C=C(C=C1OC)S(=O)(=O)C1=CC=C(C=C1)C (Methyl 2,3-dimethoxy-5-(toluene-4-sulfonyl)-benzoate), O (H2O). Reagents/catalysts: [N+](CCCC)(CCCC)(CCCC)CCCC.[Br-] (Bu4NBr). The solvent is CC(=O)O (AcOH), Br (HBr), solution, CC(=O)O (AcOH). Conditions: temperature 140 celsius, time 20 hour. The product is OC1=C(C(=O)O)C=C(C=C1O)S(=O)(=O)C1=CC=C(C=C1)C (2,3-Dihydroxy-5-(toluene-4-sulfonyl)-benzoic acid). RXN SMILES: C[O:2][C:3]1[C:12]([O:13]C)=[CH:11][C:10]([S:15]([C:18]2[CH:23]=[CH:22][C:21]([CH3:24])=[CH:20][CH:19]=2)(=[O:17])=[O:16])=[CH:9][C:4]=1[C:5]([O:7]C)=[O:6].O>CC(O)=O.Br.[N+](CCCC)(CCCC)(CCCC)CCCC.[Br-]>[OH:2][C:3]1[C:12]([OH:13])=[CH:11][C:10]([S:15]([C:18]2[CH:23]=[CH:22][C:21]([CH3:24])=[CH:20][CH:19]=2)(=[O:17])=[O:16])=[CH:9][C:4]=1[C:5]([OH:7])=[O:6] |f:4.5|. Reported procedure: Methyl 2,3-dimethoxy-5-(toluene-4-sulfonyl)-benzoate (1.3 g, 4.036 mmol) was dissolved in 5 mL AcOH to which HBr (15 mL of a 33% solution in AcOH) and Bu4NBr (1.1 g, 3.4 mmol, 0.85 eq.) were added. The reaction mixture was stirred at 140° C. for 20 h, then H2O was slowly added and the mixture was extracted with EtOAc. The organic layer was washed twice with saturated NaCl solution, dried over MgSO4 and evaporated in vacuo. The crude product was purified using flash chromatography (silica gel, he... Starting materials: CCOC(C)=O, C=C[Sn](CCCC)(CCCC)CCCC, [Cl-], O=[N+]([O-])c1cccc(-c2nc(OS(=O)(=O)C(F)(F)F)cc3cccnc23)c1, [Li+], C1CCOC1, c1ccc(P(c2ccccc2)c2ccccc2)cc1. Product: C=Cc1cc2cccnc2c(-c2cccc([N+](=O)[O-])c2)n1. Reaction SMILES: [CH3:69][CH2:70][O:71][C:72](=[O:73])[CH3:74].[CH:28](=[CH2:29])[Sn:30]([CH2:31][CH2:32][CH2:33][CH3:34])([CH2:35][CH2:36][CH2:37][CH3:38])[CH2:39][CH2:40][CH2:41][CH3:42].[Cl-:63].[F:1][C:2]([F:3])([F:4])[S:5]([O:6][c:7]1[cH:8][c:9]2[cH:10][cH:11][cH:12][n:13][c:14]2[c:15](-[c:17]2[cH:18][c:19]([N+:23](=[O:24])[O-:25])[cH:20][cH:21][cH:22]2)[n:16]1)(=[O:26])=[O:27].[Li+:62].[O:64]1[CH2:65][CH2:66][CH2:67][CH2:68]1.[c:43]1([P:44]([c:45]2[cH:46][cH:47][cH:48][cH:49][cH:50]2)[c:51]2[cH:52][cH:53][cH:54][cH:55][cH:56]2)[cH:57][cH:58][cH:59][cH:60][cH:61]1>>[c:7]1([CH:28]=[CH2:29])[cH:8][c:9]2[cH:10][cH:11][cH:12][n:13][c:14]2[c:15](-[c:17]2[cH:18][c:19]([N+:23](=[O:24])[O-:25])[cH:20][cH:21][cH:22]2)[n:16]1. Yields the product CC1=C(C=CC=C1)NCN1C(SCC1=O)=O (N-(2-methylphenylaminomethyl)-2,4-thiazolidinedione). RXN SMILES: [NH2:1][C:2]1[C:3]([CH3:8])=[CH:4][CH:5]=[CH:6][CH:7]=1.[CH2:9]=O.[S:11]1[CH2:15][C:14](=[O:16])[NH:13][C:12]1=[O:17]>C(O)C>[CH3:8][C:3]1[CH:4]=[CH:5][CH:6]=[CH:7][C:2]=1[NH:1][CH2:9][N:13]1[C:14](=[O:16])[CH2:15][S:11][C:12]1=[O:17]. Solvent: C(C)O (ethanol). Procedure details: A mixture of 10.7 g of o-toluidine, 3.3 g. of paraformaldehyde, and 11.7 g of 2,4-thiazolidinedione in 100 ml of absolute ethanol was refluxed 5 hrs under nitrogen. atmosphere. On cooling, the resulting precipitate was filtered off to give 22.1 g of N-(2-methylphenylaminomethyl)-2,4-thiazolidinedione, mp 109°-111° C; identified by IR and NMR. The reactants are C=O (paraformaldehyde), S1C(NC(C1)=O)=O (2,4-thiazolidinedione), NC=1C(=CC=CC1)C (o-toluidine).